This data is from the Open Reaction Database (ORD), a public repository of structured organic reaction records. The task is: describe an organic reaction: reactants, conditions, products, and yield Reactants: C(#N)C=1C=CC=2C=3C(C4=C(C(C3NC2N1)(C)C)C=C(C=C4)OS(=O)(=O)C(F)(F)F)=O (trifluoromethanesulfonic acid 2-cyano-10,10-dimethyl-5-oxo-10,11-dihydro-5H-1,11-diaza-benzo[b]fluoren-8-yl ester), N1CCNCC1 (piperazine). Product: CC1(C2=C(C(C=3C=4C=CC(=NC4NC13)C#N)=O)C=CC(=C2)N2CCNCC2)C (10,10-Dimethyl-5-oxo-8-piperazin-1-yl-10,11-dihydro-5H-1,11-diaza-benzo[b]fluorene-2-carbonitrile). Reaction SMILES: [C:1]([C:3]1[CH:4]=[CH:5][C:6]2[C:7]3[C:8](=[O:30])[C:9]4[CH:21]=[CH:20][C:19](OS(C(F)(F)F)(=O)=O)=[CH:18][C:10]=4[C:11]([CH3:17])([CH3:16])[C:12]=3[NH:13][C:14]=2[N:15]=1)#[N:2].[NH:31]1[CH2:36][CH2:35][NH:34][CH2:33][CH2:32]1>>[CH3:16][C:11]1([CH3:17])[C:12]2[NH:13][C:14]3[N:15]=[C:3]([C:1]#[N:2])[CH:4]=[CH:5][C:6]=3[C:7]=2[C:8](=[O:30])[C:9]2[CH:21]=[CH:20][C:19]([N:31]3[CH2:36][CH2:35][NH:34][CH2:33][CH2:32]3)=[CH:18][C:10]1=2. Reported procedure: According to the method used for synthesizing Compound B2-1, trifluoromethanesulfonic acid 2-cyano-10,10-dimethyl-5-oxo-10,11-dihydro-5H-1,11-diaza-benzo[b]fluoren-8-yl ester was introduced with piperazine to obtain the title compound. Product: CN1C(=NC(=C1)C(=O)O)C1=CC=CC=C1 (1-methyl-2-phenyl-1H-4-imidazolecarboxylic acid). The reactants are [OH-].[Na+] (sodium hydroxide), CN1C(=NC(=C1)C(=O)OCC)C1=CC=CC=C1 (ethyl 1-methyl-2-phenyl-1H-4-imidazolecarboxylate), Cl (hydrochloric acid). As a reaction SMILES: [CH3:1][N:2]1[CH:6]=[C:5]([C:7]([O:9]CC)=[O:8])[N:4]=[C:3]1[C:12]1[CH:17]=[CH:16][CH:15]=[CH:14][CH:13]=1.[OH-].[Na+].Cl>C(O)C>[CH3:1][N:2]1[CH:6]=[C:5]([C:7]([OH:9])=[O:8])[N:4]=[C:3]1[C:12]1[CH:17]=[CH:16][CH:15]=[CH:14][CH:13]=1 |f:1.2|. Run in C(C)O (ethanol). Isolated yield 94.9%. Procedure: 0.6 g of ethyl 1-methyl-2-phenyl-1H-4-imidazolecarboxylate was dissolved in 10 ml ethanol and 1 ml of 5N sodium hydroxide was added, followed by heating under reflux for 1 hour. The reaction solution was ice-cooled and neutralized with 2N hydrochloric acid, followed by extracting with ethyl acetate and tetrahydrofuran. The organic layer was washed with brine, dried over anhydrous magnesium sulfate and evaporated, to give 0.5 g of 1-methyl-2-phenyl-1H-4-imidazolecarboxylic acid. Starting materials: Cc1[nH]cnc1CSCCN, O, CSc1ncc(Cc2cccnc2)c(=O)[nH]1. The product is Cc1[nH]cnc1CSCCNc1ncc(Cc2cccnc2)c(=O)[nH]1. RXN SMILES: [CH3:17][c:18]1[c:19]([CH2:23][S:24][CH2:25][CH2:26][NH2:27])[n:20][cH:21][nH:22]1.[OH2:28].[n:1]1[cH:2][c:3]([CH2:7][c:8]2[c:9](=[O:16])[nH:10][c:11]([S:14][CH3:15])[n:12][cH:13]2)[cH:4][cH:5][cH:6]1>>[n:1]1[cH:2][c:3]([CH2:7][c:8]2[c:9](=[O:16])[nH:10][c:11]([NH:27][CH2:26][CH2:25][S:24][CH2:23][c:19]3[c:18]([CH3:17])[nH:22][cH:21][n:20]3)[n:12][cH:13]2)[cH:4][cH:5][cH:6]1.